This data is from the Open Reaction Database (ORD), a public repository of structured organic reaction records. The task is: describe an organic reaction: reactants, conditions, products, and yield Reactants: COC(=O)C(C)Br, CC(C)CC(N)C(=O)OCc1ccccc1, CN1CCOCC1, CC#N, Cc1ccc(S(=O)(=O)O)cc1. Product: COC(=O)C(C)NC(CC(C)C)C(=O)OCc1ccccc1. RXN SMILES: [Br:28][CH:29]([C:30](=[O:31])[O:32][CH3:33])[CH3:34].[CH2:12]([c:13]1[cH:14][cH:15][cH:16][cH:17][cH:18]1)[O:19][C:20]([CH:21]([NH2:22])[CH2:23][CH:24]([CH3:25])[CH3:26])=[O:27].[CH3:35][N:36]1[CH2:37][CH2:38][O:39][CH2:40][CH2:41]1.[CH3:42][C:43]#[N:44].[c:1]1([CH3:2])[cH:3][cH:4][c:5]([S:6]([OH:7])(=[O:8])=[O:9])[cH:10][cH:11]1>>[CH2:12]([c:13]1[cH:14][cH:15][cH:16][cH:17][cH:18]1)[O:19][C:20]([CH:21]([NH:22][CH:29]([C:30](=[O:31])[O:32][CH3:33])[CH3:34])[CH2:23][CH:24]([CH3:25])[CH3:26])=[O:27]. Reactants: Cl.COC(\C=C\C=1C=C2C(CC3(CNCC3)OC2=CC1)=O)=O ((±)-(E)-3-[4-oxo-spiro(chromane-2,3′-pyrrolidine)-6-yl]-acrylic acid methyl ester hydrochloride salt), Cl.COC(\C=C\C=1C=C2C(CC3(CNCC3)OC2=CC1)=O)=O ((±)-(E)-3-[4-oxo-spiro(chromane-2,3′-pyrrolidine)-6-yl]-acrylic acid methyl ester hydrochloride salt), CN1C=C(C2=CC=CC=C12)C=O (N-methyl-indol-3-carbaldehyde), [BH-](OC(=O)C)(OC(=O)C)OC(=O)C.[Na+] (NaBH(OAc)3). Run in C(=O)([O-])[O-].[Na+].[Na+] (Na2CO3). Run at time 10 minute. Yields the product COC(\C=C\C=1C=C2C(CC3(CN(CC3)CC3=CN(C4=CC=CC=C34)C)OC2=CC1)=O)=O ((±)-(E)-3-[1′(1-methyl-1H-indol-3-ylmethyl)-4-oxo-spiro(chromane-2,3′-pyrrolidine)-6-yl]-acrylic acid methyl ester). Yield: 50.0%. RXN SMILES: Cl.[CH3:2][O:3][C:4](=[O:22])/[CH:5]=[CH:6]/[C:7]1[CH:8]=[C:9]2[C:18](=[CH:19][CH:20]=1)[O:17][C:12]1([CH2:16][CH2:15][NH:14][CH2:13]1)[CH2:11][C:10]2=[O:21].[CH3:23][N:24]1[C:32]2[C:27](=[CH:28][CH:29]=[CH:30][CH:31]=2)[C:26]([CH:33]=O)=[CH:25]1.[BH-](OC(C)=O)(OC(C)=O)OC(C)=O.[Na+]>C([O-])([O-])=O.[Na+].[Na+]>[CH3:2][O:3][C:4](=[O:22])/[CH:5]=[CH:6]/[C:7]1[CH:8]=[C:9]2[C:18](=[CH:19][CH:20]=1)[O:17][C:12]1([CH2:16][CH2:15][N:14]([CH2:33][C:26]3[C:27]4[C:32](=[CH:31][CH:30]=[CH:29][CH:28]=4)[N:24]([CH3:23])[CH:25]=3)[CH2:13]1)[CH2:11][C:10]2=[O:21] |f:0.1,3.4,5.6.7|. Reported procedure: A suspension of (±)-(E)-3-[4-oxo-spiro(chromane-2,3′-pyrrolidine)-6-yl]acrylic acid methyl ester (284 mg, 0.88 mmol, Intermediate 1) in 1 M Na2CO3, was stirred for 10 min, then extracted with DCM and treated with N-methyl-indol-3-carbaldehyde (167 mg, 1.06 mmol) and NaBH(OAc)3 (297 mg, 1.32 mmol) following the procedure described in Example 2, step A, giving (±)-(E)-3-[1′(1-methyl-1H-indol-3-ylmethyl)-4-oxo-spiro(chromane-2,3′-pyrrolidine)-6-yl]-acrylic acid methyl ester (191 mg, 0.44 mmol, 42%)... Reactants: [C-]#N, CS(C)=O, CC(=O)OCc1ccccc1CCCCl, [Na+], O. Product: CC(=O)OCc1ccccc1CCCC#N. As a reaction SMILES: [C-:1]#[N:2].[CH3:20][S:21]([CH3:22])=[O:23].[Cl:4][CH2:5][CH2:6][CH2:7][c:8]1[c:9]([CH2:10][O:11][C:12]([CH3:13])=[O:14])[cH:15][cH:16][cH:17][cH:18]1.[Na+:3].[OH2:19]>>[C:1](#[N:2])[CH2:5][CH2:6][CH2:7][c:8]1[c:9]([CH2:10][O:11][C:12]([CH3:13])=[O:14])[cH:15][cH:16][cH:17][cH:18]1. Reactants: CCO, CC1CN(C(=O)COc2ccc(Cl)cc2CN2C(=O)c3ccccc3C2=O)C(C)CN1Cc1ccc(F)cc1, NN. Yields the product CC1CN(C(=O)COc2ccc(Cl)cc2CN)C(C)CN1Cc1ccc(F)cc1. RXN SMILES: [CH3:42][CH2:43][OH:44].[Cl:1][c:2]1[cH:3][cH:4][c:5]([O:20][CH2:21][C:22](=[O:23])[N:24]2[CH:25]([CH3:39])[CH2:26][N:27]([CH2:31][c:32]3[cH:33][cH:34][c:35]([F:38])[cH:36][cH:37]3)[CH:28]([CH3:30])[CH2:29]2)[c:6]([CH2:7][N:8]2[C:9](=[O:10])[c:11]3[c:12]([cH:13][cH:14][cH:15][cH:16]3)[C:17]2=[O:18])[cH:19]1.[NH2:40][NH2:41]>>[Cl:1][c:2]1[cH:3][cH:4][c:5]([O:20][CH2:21][C:22](=[O:23])[N:24]2[CH:25]([CH3:39])[CH2:26][N:27]([CH2:31][c:32]3[cH:33][cH:34][c:35]([F:38])[cH:36][cH:37]3)[CH:28]([CH3:30])[CH2:29]2)[c:6]([CH2:7][NH2:8])[cH:19]1.